Dataset: the Open Reaction Database (ORD), a public repository of structured organic reaction records. Task: describe an organic reaction: reactants, conditions, products, and yield Starting materials: CC#N, ClCCCOc1ccccc1, Fc1ccc2c(C3CCNCC3)noc2c1, [K+], [K+], O=C([O-])[O-], O. Yields the product Fc1ccc2c(C3CCN(CCCOc4ccccc4)CC3)noc2c1. Reaction SMILES: [CH3:34][C:35]#[N:36].[Cl:23][CH2:24][CH2:25][CH2:26][O:27][c:28]1[cH:29][cH:30][cH:31][cH:32][cH:33]1.[F:1][c:2]1[cH:3][c:4]2[c:5]([c:6]([CH:9]3[CH2:10][CH2:11][NH:12][CH2:13][CH2:14]3)[n:7][o:8]2)[cH:15][cH:16]1.[K+:17].[K+:18].[O-:19][C:20]([O-:21])=[O:22].[OH2:37]>>[F:1][c:2]1[cH:3][c:4]2[c:5]([c:6]([CH:9]3[CH2:10][CH2:11][N:12]([CH2:24][CH2:25][CH2:26][O:27][c:28]4[cH:29][cH:30][cH:31][cH:32][cH:33]4)[CH2:13][CH2:14]3)[n:7][o:8]2)[cH:15][cH:16]1. Yields the product CC(c1ccc(Cl)c(Cl)c1)C(O)CO[Si](C)(C)C(C)(C)C. Starting materials: CC(C)(C)[Si](C)(C)Cl, CC(c1ccc(Cl)c(Cl)c1)C(O)CO, ClCCl, c1c[nH]cn1. Reaction SMILES: [C:20]([CH3:21])([CH3:22])([CH3:23])[Si:24]([CH3:25])([CH3:26])[Cl:27].[Cl:1][c:2]1[cH:3][c:4]([CH:9]([CH:10]([CH2:11][OH:12])[OH:13])[CH3:14])[cH:5][cH:6][c:7]1[Cl:8].[Cl:28][CH2:29][Cl:30].[nH:15]1[cH:16][cH:17][n:18][cH:19]1>>[Cl:1][c:2]1[cH:3][c:4]([CH:9]([CH:10]([CH2:11][O:12][Si:24]([C:20]([CH3:21])([CH3:22])[CH3:23])([CH3:25])[CH3:26])[OH:13])[CH3:14])[cH:5][cH:6][c:7]1[Cl:8].